This data is from the Open Reaction Database (ORD), a public repository of structured organic reaction records. The task is: describe an organic reaction: reactants, conditions, products, and yield Reactants: C1CCNCC1, COC(=O)CC(=O)C(C)(OC)OC, O=Cc1ccccc1Cl, c1ccccc1. Product: COC(=O)C(=Cc1ccccc1Cl)C(=O)C(C)(OC)OC. As a reaction SMILES: [CH2:23]1[CH2:24][CH2:25][NH:26][CH2:27][CH2:28]1.[CH3:10][O:11][C:12]([C:13]([CH2:14][C:15](=[O:16])[O:17][CH3:18])=[O:19])([CH3:20])[O:21][CH3:22].[Cl:1][c:2]1[c:3]([CH:4]=[O:5])[cH:6][cH:7][cH:8][cH:9]1.[cH:29]1[cH:30][cH:31][cH:32][cH:33][cH:34]1>>[Cl:1][c:2]1[c:3]([CH:4]=[C:14]([C:13]([C:12]([O:11][CH3:10])([CH3:20])[O:21][CH3:22])=[O:19])[C:15](=[O:16])[O:17][CH3:18])[cH:6][cH:7][cH:8][cH:9]1. Starting materials: C1(CC1)NC(=O)C=1C=CC(=C(C1)NC(=O)C1=CC=C2C=CN(C2=C1)C)C (N-(5-(cyclopropylcarbamoyl)-2-methylphenyl)-1-methyl-1H-indole-6-carboxamide), ClS(=O)(=O)N=C=O (chlorosulfonyl isocyanate), CN(C)C=O (DMF). Run in C(C)#N (acetonitrile). Run at time 30 minute. Yields the product C(#N)C1=CN(C2=CC(=CC=C12)C(=O)NC1=C(C=CC(=C1)C(NC1CC1)=O)C)C (3-Cyano-N-(5-(cyclopropylcarbamoyl)-2-methylphenyl)-1-methyl-1H-indole-6-carboxamide). The yield is 10.4%. As a reaction SMILES: [CH:1]1([NH:4][C:5]([C:7]2[CH:8]=[CH:9][C:10]([CH3:26])=[C:11]([NH:13][C:14]([C:16]3[CH:24]=[C:23]4[C:19]([CH:20]=[CH:21][N:22]4[CH3:25])=[CH:18][CH:17]=3)=[O:15])[CH:12]=2)=[O:6])[CH2:3][CH2:2]1.ClS([N:31]=[C:32]=O)(=O)=O.CN(C=O)C>C(#N)C>[C:32]([C:20]1[C:19]2[C:23](=[CH:24][C:16]([C:14]([NH:13][C:11]3[CH:12]=[C:7]([C:5](=[O:6])[NH:4][CH:1]4[CH2:2][CH2:3]4)[CH:8]=[CH:9][C:10]=3[CH3:26])=[O:15])=[CH:17][CH:18]=2)[N:22]([CH3:25])[CH:21]=1)#[N:31]. Procedure: To N-(5-(cyclopropylcarbamoyl)-2-methylphenyl)-1-methyl-1H-indole-6-carboxamide (0.045 g, 0.129 mmol, example 97, table 5) in anhydrous acetonitrile (2 mL) was added chlorosulfonyl isocyanate (11 μL, 0.129 mmol) at room temperature. The reaction mixture was stirred at room temperature for 30 min. and DMF (11 μL, 0.141 mmol) is added. After another 30 min. at room temperature, the reaction mixture was quenched with methanol (2 mL), concentrated under reduced pressure and subjected to reverse phas... Starting materials: [OH-].[K+] (potassium hydroxide), FC=1C(=NC=CC1)[N+](=O)[O-] (3-Fluoro 2-nitro pyridine), C(C)C1=CC(=C(C=C1)O)OC (4-Ethyl-2-methoxy phenol). The solvent is C(C)#N (Acetonitrile), C(C)#N (acetonitrile). Conditions: temperature 80 celsius. The product is C(C)C1=CC(=C(OC=2C(=NC=CC2)[N+](=O)[O-])C=C1)OC (3-(4-ethyl-2-methoxyphenoxy)-2-nitropyridine). Isolated yield 84.2%. RXN SMILES: F[C:2]1[C:3]([N+:8]([O-:10])=[O:9])=[N:4][CH:5]=[CH:6][CH:7]=1.[CH2:11]([C:13]1[CH:18]=[CH:17][C:16]([OH:19])=[C:15]([O:20][CH3:21])[CH:14]=1)[CH3:12].[OH-].[K+]>C(#N)C>[CH2:11]([C:13]1[CH:18]=[CH:17][C:16]([O:19][C:2]2[C:3]([N+:8]([O-:10])=[O:9])=[N:4][CH:5]=[CH:6][CH:7]=2)=[C:15]([O:20][CH3:21])[CH:14]=1)[CH3:12] |f:2.3|. Procedure: To a stirred solution of 3-Fluoro 2-nitro pyridine (1.6 g, 0.01126 mol) in dry Acetonitrile (20 ml) was added 4-Ethyl-2-methoxy phenol (1.71 g, 11.3 mmol) in dry acetonitrile (10 ml) followed by potassium hydroxide (0.696 g, 12.4 mmol). The reaction mixture was heated to 80° C. and maintained for 2 hours. The solvent was evaporated and taken in ethyl acetate (200 ml). The organic layer was washed with water followed by brine, dried over anhydrous sodium sulfate and concentrated under reduced pre... RXN SMILES: [CH2:1]([O:8][C:9]([NH:11][C@@H:12]([CH2:17][OH:18])[CH2:13][C:14]([OH:16])=O)=[O:10])[C:2]1[CH:7]=[CH:6][CH:5]=[CH:4][CH:3]=1.C1(C)C=CC(S(O)(=O)=O)=CC=1>C1(C)C=CC=CC=1>[O:16]=[C:14]1[O:18][CH2:17][C@H:12]([NH:11][C:9](=[O:10])[O:8][CH2:1][C:2]2[CH:3]=[CH:4][CH:5]=[CH:6][CH:7]=2)[CH2:13]1. Reactants: C(C1=CC=CC=C1)OC(=O)N[C@H](CC(=O)O)CO ((R)-3-(Benzyloxycarbonylamino)-4-hydroxybutanoic acid), C(C1=CC=CC=C1)OC(=O)N[C@H](CC(=O)O)CO ((R)-3-(Benzyloxycarbonylamino)-4-hydroxybutanoic acid), C1(=CC=C(C=C1)S(=O)(=O)O)C (p-Toluenesulfonic acid). The solvent is C1(=CC=CC=C1)C (toluene). The product is O=C1C[C@H](CO1)NC(OCC1=CC=CC=C1)=O ((R)-benzyl 5-oxotetrahydrofuran-3-ylcarbamate). Procedure: (R)-3-(Benzyloxycarbonylamino)-4-hydroxybutanoic acid (INTERMEDIATE 2, 27.7 g, 109.38 mmol) was dissolved in toluene (648 ml). p-Toluenesulfonic acid (367 mg, 2.13 mmol) was added to the solution and the resulting mixture was heated at reflux under Dean-Stark conditions for 3 hours. The reaction mixture was cooled to room temperature and concentrated in vacuo. Diethyl ether (200 ml) was added, and formation of crystals was observed upon standing. The crystals were filtered in vacuo. The mother l... Yield: 88.6%. The product is O=C(NCC(=O)N1CC(O)C(O)C1)c1cc2cc(Cl)ccc2[nH]1. Reaction SMILES: [Cl:26][CH2:27][Cl:28].[Cl:9][c:10]1[cH:11][c:12]2[cH:13][c:14]([C:19](=[O:20])[NH:21][CH2:22][C:23](=[O:24])[OH:25])[nH:15][c:16]2[cH:17][cH:18]1.[ClH:1].[O:29]=[CH:30][N:31]([CH3:32])[CH3:33].[OH:2][CH:3]1[CH2:4][NH:5][CH2:6][CH:7]1[OH:8]>>[OH:2][CH:3]1[CH2:4][N:5]([C:23]([CH2:22][NH:21][C:19]([c:14]2[cH:13][c:12]3[cH:11][c:10]([Cl:9])[cH:18][cH:17][c:16]3[nH:15]2)=[O:20])=[O:24])[CH2:6][CH:7]1[OH:8]. The reactants are ClCCl, O=C(O)CNC(=O)c1cc2cc(Cl)ccc2[nH]1, Cl, CN(C)C=O, OC1CNCC1O. The reactants are NC1=CC=C(CC2=NC=CC=C2)C=C1 (2-(4-aminobenzyl)pyridine), CN=C=S (methyl isothiocyanate). The solvent is C(C)O (ethanol). Product: CNC(NC1=CC=C(CC2=NC=CC=C2)C=C1)=S (2-[4-(3-methylthioureido)benzyl]pyridine). The yield is 77.4%. Reaction SMILES: [NH2:1][C:2]1[CH:14]=[CH:13][C:5]([CH2:6][C:7]2[CH:12]=[CH:11][CH:10]=[CH:9][N:8]=2)=[CH:4][CH:3]=1.[CH3:15][N:16]=[C:17]=[S:18]>C(O)C>[CH3:15][NH:16][C:17](=[S:18])[NH:1][C:2]1[CH:14]=[CH:13][C:5]([CH2:6][C:7]2[CH:12]=[CH:11][CH:10]=[CH:9][N:8]=2)=[CH:4][CH:3]=1. Procedure: A solution of 2-(4-aminobenzyl)pyridine (3.8 g) and methyl isothiocyanate (2.0 g) in ethanol (100 ml) was heated under reflux for 2 hours. Evaporation of the solvent gave a residue which was triturated with diethyl ether to give a precipitate. The precipitate was collected by filtration and dried to give 2-[4-(3-methylthioureido)benzyl]pyridine (4.11 g). Yields the product Cc1[nH]c(-c2ccccc2)nc1CCNCC(=O)N1CCCC1C#N. Starting materials: C1CCOC1, Cc1[nH]c(-c2ccccc2)nc1CCN, N#CC1CCCN1C(=O)CCl. As a reaction SMILES: [CH2:27]1[O:28][CH2:29][CH2:30][CH2:31]1.[CH3:1][c:2]1[c:3]([CH2:13][CH2:14][NH2:15])[n:4][c:5](-[c:7]2[cH:8][cH:9][cH:10][cH:11][cH:12]2)[nH:6]1.[Cl:16][CH2:17][C:18](=[O:19])[N:20]1[CH:21]([C:25]#[N:26])[CH2:22][CH2:23][CH2:24]1>>[CH3:1][c:2]1[c:3]([CH2:13][CH2:14][NH:15][CH2:17][C:18](=[O:19])[N:20]2[CH:21]([C:25]#[N:26])[CH2:22][CH2:23][CH2:24]2)[n:4][c:5](-[c:7]2[cH:8][cH:9][cH:10][cH:11][cH:12]2)[nH:6]1. Starting materials: COC1CC(S(=O)(=O)c2ccc(Br)cc2C(F)(F)F)CC1C(=O)NC1(C#N)CC1, O=C([O-])[O-], CCN(C(C)C)C(C)C, CN1CCNCC1, [Na+], [Na+], O. Product: COC1CC(S(=O)(=O)c2ccc(N3CCN(C)CC3)cc2C(F)(F)F)CC1C(=O)NC1(C#N)CC1. As a reaction SMILES: [C:1](#[N:2])[C:3]1([NH:6][C:7](=[O:8])[CH:9]2[CH:10]([O:28][CH3:29])[CH2:11][CH:12]([S:14](=[O:15])(=[O:16])[c:17]3[c:18]([C:24]([F:25])([F:26])[F:27])[cH:19][c:20]([Br:23])[cH:21][cH:22]3)[CH2:13]2)[CH2:4][CH2:5]1.[C:46](=[O:47])([O-:48])[O-:49].[CH2:37]([N:38]([CH:39]([CH3:40])[CH3:41])[CH:42]([CH3:43])[CH3:44])[CH3:45].[CH3:30][N:31]1[CH2:32][CH2:33][NH:34][CH2:35][CH2:36]1.[Na+:50].[Na+:51].[OH2:52]>>[C:1](#[N:2])[C:3]1([NH:6][C:7](=[O:8])[CH:9]2[CH:10]([O:28][CH3:29])[CH2:11][CH:12]([S:14](=[O:15])(=[O:16])[c:17]3[c:18]([C:24]([F:25])([F:26])[F:27])[cH:19][c:20]([N:34]4[CH2:33][CH2:32][N:31]([CH3:30])[CH2:36][CH2:35]4)[cH:21][cH:22]3)[CH2:13]2)[CH2:4][CH2:5]1.